This data is from the Open Reaction Database (ORD), a public repository of structured organic reaction records. The task is: describe an organic reaction: reactants, conditions, products, and yield The reactants are O1CC(CC1)CN1C(NCC1)=N[N+](=O)[O-] (1-[(tetrahydro-3-furanyl)methyl]-2-(nitroimino)imidazolidine), [H-].[Na+] (sodium hydride), C(CCC)(=O)Cl (n-butanoyl chloride). Solvent: C(C)#N (acetonitrile). Run at temperature 50 celsius, time 30 minute. Yields the product C(CC)C(=O)N1C(N(CC1)CC1COCC1)=N[N+](=O)[O-] (1-(propylcarbonyl)-2-(nitroimino)-3-[(tetrahydro-3-furanyl) methyl]imidazolidine). Isolated yield 67.8%. Reaction SMILES: [O:1]1[CH2:5][CH2:4][CH:3]([CH2:6][N:7]2[CH2:11][CH2:10][NH:9][C:8]2=[N:12][N+:13]([O-:15])=[O:14])[CH2:2]1.[H-].[Na+].[C:18](Cl)(=[O:22])[CH2:19][CH2:20][CH3:21]>C(#N)C>[CH2:19]([C:18]([N:9]1[CH2:10][CH2:11][N:7]([CH2:6][CH:3]2[CH2:4][CH2:5][O:1][CH2:2]2)[C:8]1=[N:12][N+:13]([O-:15])=[O:14])=[O:22])[CH2:20][CH3:21] |f:1.2|. Procedure details: A mixture of 0.30 g of 1-[(tetrahydro-3-furanyl)methyl]-2-(nitroimino)imidazolidine, 0.084 g of sodium hydride (60%) and 10 ml of acetonitrile was stirred at 50° C. for 30 minutes. After this mixture was cooled on ice, 0.22 g of n-butanoyl chloride was added dropwise thereto over 30 minutes, and the solution was then stirred at room temperature for 2 hours. After the completion of reaction, insolubles were removed by filtration, and the filtrate was then concentrated under a reduced pressure. Th... Starting materials: FCCBr, O=C([O-])[O-], CC#N, Clc1cccc(-c2nnn[nH]2)c1Cl, [K+], [K+]. Product: FCCn1nnnc1-c1cccc(Cl)c1Cl. As a reaction SMILES: [Br:20][CH2:21][CH2:22][F:23].[C:14](=[O:15])([O-:16])[O-:17].[CH3:24][C:25]#[N:26].[Cl:1][c:2]1[c:3](-[c:9]2[n:10][n:11][n:12][nH:13]2)[cH:4][cH:5][cH:6][c:7]1[Cl:8].[K+:18].[K+:19]>>[Cl:1][c:2]1[c:3](-[c:9]2[n:10][n:11][n:12][n:13]2[CH2:21][CH2:22][F:23])[cH:4][cH:5][cH:6][c:7]1[Cl:8]. Starting materials: O=C([O-])[O-], CN1CCNCC1, CO, CC#N, COc1cc2c(-c3cc4c(Cl)ccnc4n3S(=O)(=O)c3ccc(C)cc3)cn(CCI)c2cc1OC, ClCCl, [K+], [K+]. Yields the product COc1cc2c(-c3cc4c(Cl)ccnc4n3S(=O)(=O)c3ccc(C)cc3)cn(CCN3CCN(C)CC3)c2cc1OC. Reaction SMILES: [C:37](=[O:38])([O-:39])[O-:40].[CH3:43][N:44]1[CH2:45][CH2:46][NH:47][CH2:48][CH2:49]1.[CH3:50][OH:51].[CH3:55][C:56]#[N:57].[Cl:1][c:2]1[c:3]2[c:4]([n:5][cH:6][cH:7]1)[n:8]([S:27](=[O:28])(=[O:29])[c:30]1[cH:31][cH:32][c:33]([CH3:36])[cH:34][cH:35]1)[c:9](-[c:11]1[cH:12][n:13]([CH2:24][CH2:25][I:26])[c:14]3[cH:15][c:16]([O:22][CH3:23])[c:17]([O:20][CH3:21])[cH:18][c:19]13)[cH:10]2.[Cl:52][CH2:53][Cl:54].[K+:41].[K+:42]>>[Cl:1][c:2]1[c:3]2[c:4]([n:5][cH:6][cH:7]1)[n:8]([S:27](=[O:28])(=[O:29])[c:30]1[cH:31][cH:32][c:33]([CH3:36])[cH:34][cH:35]1)[c:9](-[c:11]1[cH:12][n:13]([CH2:24][CH2:25][N:47]3[CH2:46][CH2:45][N:44]([CH3:43])[CH2:49][CH2:48]3)[c:14]3[cH:15][c:16]([O:22][CH3:23])[c:17]([O:20][CH3:21])[cH:18][c:19]13)[cH:10]2. The reactants are [H-].[H-].[H-].[H-].[Li+].[Al+3] (LiAlH4), CCOCC (ether), CCOCC (ether), COC=1C=C(C(=O)OC)C=C(C1CCC)OC (methyl 3,5-dimethoxy-4-1-propylbenzoate). Conditions: temperature 0 celsius, time 1 hour. The product is COC=1C=C(CO)C=C(C1C(C)C)OC (3,5-Dimethoxy-4-i-propylbenzyl alcohol). Yield: 88.0%. RXN SMILES: [H-].[H-].[H-].[H-].[Li+].[Al+3].[CH3:7][O:8][C:9]1[CH:10]=[C:11]([CH:16]=[C:17]([O:22][CH3:23])[C:18]=1[CH2:19][CH2:20]C)[C:12]([O:14]C)=O.[CH3:24]COCC>>[CH3:23][O:22][C:17]1[CH:16]=[C:11]([CH:10]=[C:9]([O:8][CH3:7])[C:18]=1[CH:19]([CH3:20])[CH3:24])[CH2:12][OH:14] |f:0.1.2.3.4.5|. Reported procedure: To a suspension of LiAlH4 (95%) (5.00 g, 125 mmol) in dry ether (100 mL) at 0° C. was added a solution of methyl 3,5-dimethoxy-4-1-propylbenzoate (15.7 g, 90.1 mmol), in ether (300 mL) under N2. The suspension was stirred at 0° C. for one hour then for an additional hour at room temperature. The reaction was quenched by slow addition of a saturated Na2SO4 aqueous solution (10 mL) at 0° C. The mixture was stirred overnight. The solid was filtered off and the filtrate was evaporated to dryness to ... Starting materials: ClC1=CC=C(C=C1)/C=C/B1OC(C(O1)(C)C)(C)C (2-((E)-2-(4-chlorophenyl)ethenyl)-4,4,5,5-tetramethyl-1,3,2-dioxaborolane), C[Si](C)(C)C=[N+]=[N-] (trimethylsilyldiazomethane). Reagents/catalysts: CC(=O)[O-].CC(=O)[O-].[Pd+2] (Pd(OAc)2). The solvent is CCOCC (Et2O). Reaction conditions: time 3 hour. Product: ClC1=CC=C(C=C1)C1C(C1B1OC(C(O1)(C)C)(C)C)[Si](C)(C)C (((2RS,3SR)-2-(4-chlorophenyl)-3-(4,4,5,5-tetramethyl-1,3,2-dioxaborolan-2-yl)cyclopropyl)(trimethyl)silane). As a reaction SMILES: [Cl:1][C:2]1[CH:7]=[CH:6][C:5](/[CH:8]=[CH:9]/[B:10]2[O:14][C:13]([CH3:16])([CH3:15])[C:12]([CH3:18])([CH3:17])[O:11]2)=[CH:4][CH:3]=1.[CH3:19][Si:20]([CH:23]=[N+]=[N-])([CH3:22])[CH3:21]>CCOCC.CC([O-])=O.CC([O-])=O.[Pd+2]>[Cl:1][C:2]1[CH:7]=[CH:6][C:5]([CH:8]2[CH:9]([B:10]3[O:14][C:13]([CH3:16])([CH3:15])[C:12]([CH3:18])([CH3:17])[O:11]3)[CH:19]2[Si:20]([CH3:23])([CH3:22])[CH3:21])=[CH:4][CH:3]=1 |f:3.4.5|. Procedure: To a solution of 2-((E)-2-(4-chlorophenyl)ethenyl)-4,4,5,5-tetramethyl-1,3,2-dioxaborolane (300 mg) and Pd(OAc)2 (127 mg) in Et2O (10 ml) was added trimethylsilyldiazomethane (2.83 ml), and the mixture was stirred at room temperature for 3 h. The mixture was purified by silica gel column chromatography (hexane/EtOAc) to give the title compound (260 mg) as an oil. Reactants: CCO, [H][H], CCOCc1nc2c(N)nc3cc(OCc4ccccc4)ccc3c2n1CC(C)(C)NC(C)=O. The product is CCOCc1nc2c(N)nc3cc(O)ccc3c2n1CC(C)(C)NC(C)=O. As a reaction SMILES: [CH3:37][CH2:38][OH:39].[H:35][H:36].[NH2:1][c:2]1[n:3][c:4]2[cH:5][c:6]([O:27][CH2:28][c:29]3[cH:30][cH:31][cH:32][cH:33][cH:34]3)[cH:7][cH:8][c:9]2[c:10]2[c:11]1[n:12][c:13]([CH2:23][O:24][CH2:25][CH3:26])[n:14]2[CH2:15][C:16]([CH3:17])([CH3:18])[NH:19][C:20]([CH3:21])=[O:22]>>[NH2:1][c:2]1[n:3][c:4]2[cH:5][c:6]([OH:27])[cH:7][cH:8][c:9]2[c:10]2[c:11]1[n:12][c:13]([CH2:23][O:24][CH2:25][CH3:26])[n:14]2[CH2:15][C:16]([CH3:17])([CH3:18])[NH:19][C:20]([CH3:21])=[O:22].